Dataset: the Open Reaction Database (ORD), a public repository of structured organic reaction records. Task: describe an organic reaction: reactants, conditions, products, and yield Reactants: Br, C1COCCO1, [Cu]Br, O=N[O-], N#Cc1ccccc1-c1ccc(F)c(N)c1, [Na+], O. The product is N#Cc1ccccc1-c1ccc(F)c(Br)c1. RXN SMILES: [BrH:21].[CH2:22]1[O:23][CH2:24][CH2:25][O:26][CH2:27]1.[Cu:29][Br:30].[N:17]([O-:18])=[O:19].[NH2:1][c:2]1[cH:3][c:4](-[c:9]2[c:10]([C:15]#[N:16])[cH:11][cH:12][cH:13][cH:14]2)[cH:5][cH:6][c:7]1[F:8].[Na+:20].[OH2:28]>>[c:2]1([Br:21])[cH:3][c:4](-[c:9]2[c:10]([C:15]#[N:16])[cH:11][cH:12][cH:13][cH:14]2)[cH:5][cH:6][c:7]1[F:8].